From a dataset of the Open Reaction Database (ORD), a public repository of structured organic reaction records. describe an organic reaction: reactants, conditions, products, and yield Reactants: C(C)OC1=CC(=CC2=C1OC(C(N2)=O)C)C=O (8-Ethoxy-2-methyl-3-oxo-3,4-dihydro-2H-benzo[b][1,4]oxazine-6-carbaldehyde), CNC(C1=CC=C(C=C1)N1CCNCC1)=O (N-methyl-4-(piperazin-1-yl)benzamide). The product is C(C)OC1=CC(=CC2=C1OC(C(N2)=O)C)CN2CCN(CC2)C2=CC=C(C(=O)NC)C=C2 (4-(4-((8-Ethoxy-2-methyl-3-oxo-3,4-dihydro-2H-benzo[b][1,4]oxazin-6-yl)methyl)piperazin-1-yl)-N-methylbenzamide). Reaction SMILES: [CH2:1]([O:3][C:4]1[C:9]2[O:10][CH:11]([CH3:15])[C:12](=[O:14])[NH:13][C:8]=2[CH:7]=[C:6]([CH:16]=O)[CH:5]=1)[CH3:2].[CH3:18][NH:19][C:20](=[O:33])[C:21]1[CH:26]=[CH:25][C:24]([N:27]2[CH2:32][CH2:31][NH:30][CH2:29][CH2:28]2)=[CH:23][CH:22]=1>>[CH2:1]([O:3][C:4]1[C:9]2[O:10][CH:11]([CH3:15])[C:12](=[O:14])[NH:13][C:8]=2[CH:7]=[C:6]([CH2:16][N:30]2[CH2:29][CH2:28][N:27]([C:24]3[CH:23]=[CH:22][C:21]([C:20]([NH:19][CH3:18])=[O:33])=[CH:26][CH:25]=3)[CH2:32][CH2:31]2)[CH:5]=1)[CH3:2]. Procedure: Using 398B and N-methyl-4-(piperazin-1-yl)benzamide 282 in the general procedure for reductive aminations, the title compound was obtained as a white solid: 1H NMR (400 MHz, DMSO-d6) δ ppm 1.32 (t, J=7.07 Hz, 3H) 1.37-1.44 (m, 3H) 2.41-2.49 (m, 4H) 2.74 (d, J=4.55 Hz, 3H) 3.24 (d, J=5.05 Hz, 4H) 3.40 (s, 2H) 3.98-4.12 (m, 2H) 4.55-4.65 (m, 1H) 6.51 (d, J=1.77 Hz, 1 H) 6.63 (d, J=1.77 Hz, 1H) 6.94 (d, J=8.84 Hz, 2H) 7.70 (d, J=8.84 Hz, 2H) 8.14 (q, J=4.72 Hz, 1H) 10.57 (s, 1H). ESI-MS: m/z 439.4 ... The reactants are FC(OC=1C=C2C(=NN(C2=CC1)C)C=1N=C2C(=NC1)N(C=C2C=O)COCC[Si](C)(C)C)F (2-(5-(difluoromethoxy)-1-methyl-1H-indazol-3-yl)-5-((2-(trimethylsilyl)ethoxy)methyl)-5H-pyrrolo[2,3-b]pyrazine-7-carbaldehyde), S(N)(O)(=O)=O (sulfamic acid), S(N)(O)(=O)=O (sulfamic acid), Cl(=O)[O-].[Na+] (sodium chlorite), OP(=O)(O)[O-].[K+] (KH2PO4), Cl(=O)[O-].[Na+] (sodium chlorite), OP(=O)(O)[O-].[K+] (KH2PO4). Solvent: O1CCOCC1 (dioxane), O (water), O (water), O (water), O (water). Reaction conditions: temperature 25 celsius, time 18 hour. Product: FC(OC=1C=C2C(=NN(C2=CC1)C)C=1N=C2C(=NC1)N(C=C2C(=O)O)COCC[Si](C)(C)C)F (2-(5-(difluoromethoxy)-1-methyl-1H-indazol-3-yl)-5-((2-(trimethylsilyl)ethoxy)methyl)-5H-pyrrolo[2,3-b]pyrazine-7-carboxylic acid). The yield is 56.6%. As a reaction SMILES: [F:1][CH:2]([F:33])[O:3][C:4]1[CH:5]=[C:6]2[C:10](=[CH:11][CH:12]=1)[N:9]([CH3:13])[N:8]=[C:7]2[C:14]1[N:15]=[C:16]2[C:22]([CH:23]=[O:24])=[CH:21][N:20]([CH2:25][O:26][CH2:27][CH2:28][Si:29]([CH3:32])([CH3:31])[CH3:30])[C:17]2=[N:18][CH:19]=1.S(=O)(=O)([OH:36])N.Cl([O-])=O.[Na+].OP([O-])(O)=O.[K+]>O1CCOCC1.O>[F:33][CH:2]([F:1])[O:3][C:4]1[CH:5]=[C:6]2[C:10](=[CH:11][CH:12]=1)[N:9]([CH3:13])[N:8]=[C:7]2[C:14]1[N:15]=[C:16]2[C:22]([C:23]([OH:36])=[O:24])=[CH:21][N:20]([CH2:25][O:26][CH2:27][CH2:28][Si:29]([CH3:30])([CH3:32])[CH3:31])[C:17]2=[N:18][CH:19]=1 |f:2.3,4.5|. Reported procedure: To a solution of 2-(5-(difluoromethoxy)-1-methyl-1H-indazol-3-yl)-5-((2-(trimethylsilyl)ethoxy)methyl)-5H-pyrrolo[2,3-b]pyrazine-7-carbaldehyde (217 mg, 458 μmol) in dioxane (6.5 mL) and water (2 mL) at 0° C. was added sulfamic acid (267 mg, 2.75 mmol), followed by drop-wise addition of a solution of sodium chlorite (67.3 mg, 596 μmol) and KH2PO4 (748 mg, 5.5 mmol) in water (4.5 mL) via dropping funnel over 15 min. The ice bath was removed and the light yellow suspension was stirred at 25° C. fo...